From a dataset of the Open Reaction Database (ORD), a public repository of structured organic reaction records. describe an organic reaction: reactants, conditions, products, and yield Starting materials: [Si](C)(C)(C(C)(C)C)O[C@H]1C[C@@H](CC2=CC=C3[C@@H]4CC[C@H](C(C)=O)[C@]4(CC[C@@H]3[C@@]12C)C)O[Si](C)(C)C(C)(C)C (1α,3β-bis(t-butyldimethylsilyloxy)-20-oxopregna-5,7-diene), [F-].C(CCC)[N+](CCCC)(CCCC)CCCC (tetra-n-butylammonium fluoride), O (water). Solvent: O1CCCC1 (tetrahydrofuran). Yields the product O[C@H]1C[C@@H](CC2=CC=C3[C@@H]4CC[C@H](C(C)=O)[C@]4(CC[C@@H]3[C@@]12C)C)O (1α,3β-Dihydroxy-20-oxopregna-5,7-diene). Yield: 69.4%. As a reaction SMILES: [Si]([O:8][C@@H:9]1[C@@:28]2([CH3:29])[C:13](=[CH:14][CH:15]=[C:16]3[C@@H:27]2[CH2:26][CH2:25][C@@:24]2([CH3:30])[C@H:17]3[CH2:18][CH2:19][C@@H:20]2[C:21](=[O:23])[CH3:22])[CH2:12][C@@H:11]([O:31][Si](C(C)(C)C)(C)C)[CH2:10]1)(C(C)(C)C)(C)C.[F-].C([N+](CCCC)(CCCC)CCCC)CCC.O>O1CCCC1>[OH:8][C@@H:9]1[C@@:28]2([CH3:29])[C:13](=[CH:14][CH:15]=[C:16]3[C@@H:27]2[CH2:26][CH2:25][C@@:24]2([CH3:30])[C@H:17]3[CH2:18][CH2:19][C@@H:20]2[C:21](=[O:23])[CH3:22])[CH2:12][C@@H:11]([OH:31])[CH2:10]1 |f:1.2|. Reported procedure: Under an argon atmosphere, to a solution of 1α,3β-bis(t-butyldimethylsilyloxy)-20-oxopregna-5,7-diene (4.10 g, 7.33 mmol) in dry tetrahydrofuran (80 ml), was added tetra-n-butylammonium fluoride (1M solution in tetrahydrofuran, 74 ml, 74.0 mmol), and the mixture was refluxed for 16 hours. Then the mixture was poured into water and extracted with ethyl acetate. The organic layer was washed successively with 10% hydrochloric acid, an aqueous saturated sodium bicarbonate solution and brine, and dri... Reactants: CCOC(=O)C (EtOAc), O[C@](C(=O)NC1=CC=C(C=C1)OC)(CC1=CC=C(C=C1)OC)C ((S)-2-hydroxy-N,3-bis(4-methoxyphenyl)-2-methylpropanamide), O (water), B(Br)(Br)Br (BBr3). Run in C(Cl)Cl (CH2Cl2). The product is O[C@](C(=O)NC1=CC=C(C=C1)O)(CC1=CC=C(C=C1)O)C ((S)-2-hydroxy-N,3-bis(4-hydroxyphenyl)-2-methylpropanamide). The yield is 65.6%. Reaction SMILES: [OH:1][C@@:2]([CH3:23])([CH2:14][C:15]1[CH:20]=[CH:19][C:18]([O:21]C)=[CH:17][CH:16]=1)[C:3]([NH:5][C:6]1[CH:11]=[CH:10][C:9]([O:12]C)=[CH:8][CH:7]=1)=[O:4].B(Br)(Br)Br.O.CCOC(C)=O>C(Cl)Cl>[OH:1][C@@:2]([CH3:23])([CH2:14][C:15]1[CH:16]=[CH:17][C:18]([OH:21])=[CH:19][CH:20]=1)[C:3]([NH:5][C:6]1[CH:7]=[CH:8][C:9]([OH:12])=[CH:10][CH:11]=1)=[O:4]. Reported procedure: (S)-2-hydroxy-N,3-bis(4-methoxyphenyl)-2-methylpropanamide (6c) (0.20 g, 0.63 mmol) was dissolved in dry CH2Cl2 (20 mL). BBr3 (6 mL of 1.0 M CH2Cl2 solution) was added dropwise with stirring via a syringe at room temperature. The reaction solution was allowed to stir overnight at room temperature. The mixture was cooled to 0° C. in a ice bath and hydrolyzed by adding water (25 mL). EtOAc (50 mL) was added to partition the solution. The organic layer was separated; the aqueous layer was extracted... Reactants: O, O=[N+]([O-])O, O=S(=O)(O)O, c1ccccc1. Yields the product O=[N+]([O-])c1ccccc1. Reaction SMILES: [OH2:16].[OH:7][N+:8]([O-:9])=[O:10].[S:11](=[O:12])(=[O:13])([OH:14])[OH:15].[cH:1]1[cH:2][cH:3][cH:4][cH:5][cH:6]1>>[c:1]1([N+:8](=[O:7])[O-:9])[cH:2][cH:3][cH:4][cH:5][cH:6]1. The reactants are C(C)(C)(C)OC(N)=O (carbamic acid tert-butyl ester), O1CCCC1 (tetrahydrofuran), C(C)B(CC)CC (Triethylborane), CC1=CC(=NO1)C1=CN=CO1 (5-Methyl-3-oxazol-5-yl-isoxazole), O1CCCC1 (Tetrahydrofuran), [Li]CCCC (nBuLi). Reaction conditions: time 15 minute. Reaction SMILES: C(B(CC)CC)C.[CH3:8][C:9]1[O:13][N:12]=[C:11]([C:14]2[O:18][CH:17]=[N:16][CH:15]=2)[CH:10]=1.[Li]CCCC.[C:24]([O:28][C:29](=[O:31])[NH2:30])([CH3:27])([CH3:26])[CH3:25].[O:32]1[CH2:36][CH2:35][CH2:34][CH2:33]1>>[C:24]([O:28][C:29](=[O:31])[NH:30][C@H:34]([CH:33]([OH:32])[C:17]1[O:18][C:14]([C:11]2[CH:10]=[C:9]([CH3:8])[O:13][N:12]=2)=[CH:15][N:16]=1)[CH2:35][CH3:36])([CH3:27])([CH3:26])[CH3:25]. Procedure details: Triethylborane (1M in THF, 12 mL, 12 mmol) is added to a solution of 5-Methyl-3-oxazol-5-yl-isoxazole (1.8 g, 12 mmol) in 40 mL of dry Tetrahydrofuran and the mixture is stirred at room temperature for 15 minutes. The mixture is cooled to −78° C., nBuLi (2.5M in Hexanes, 4.8 mL, 12 mmol) is added drop wise and the mixture is stirred at −78° C. for 15 minutes. A solution of (S)-1-Formyl-propyl)-carbamic acid tert-butyl ester (898.7 mg, 4.8 mmol) in 15 mL of dry tetrahydrofuran is added drop wise ... Product: C(C)(C)(C)OC(N[C@@H](CC)C(C=1OC(=CN1)C1=NOC(=C1)C)O)=O (((S)-1-{Hydroxy-[5-(5-methyl-isoxazol-3-yl)-oxazol-2-yl]-methyl}-propyl)-carbamic acid tert-butyl ester). Reactants: CCS, C1CCOC1, CS(C)=O, CC(C)(C)[O-], N#Cc1nc(Cl)ccc1Cl, [K+]. Yields the product CCSc1ccc(Cl)nc1C#N. RXN SMILES: [CH2:15]([CH3:16])[SH:17].[CH2:24]1[O:25][CH2:26][CH2:27][CH2:28]1.[CH3:11][S:12]([CH3:13])=[O:14].[CH3:18][C:19]([CH3:20])([O-:21])[CH3:22].[Cl:1][c:2]1[c:3]([C:9]#[N:10])[n:4][c:5]([Cl:8])[cH:6][cH:7]1.[K+:23]>>[c:2]1([S:17][CH2:15][CH3:16])[c:3]([C:9]#[N:10])[n:4][c:5]([Cl:8])[cH:6][cH:7]1. Starting materials: C(C)(C)(C)OC(NC1CN(CC1)C1=NC(=C(C=C1)[N+](=O)[O-])N)=O ([1-(6-amino-5-nitro-pyridin-2-yl)-pyrrolidin-3-yl]-carbamic acid tert-butyl ester). Reagents/catalysts: [Pd] (Pd/C). Solvent: CCO (EtOH). Reaction conditions: time 2 day. Yields the product C(C)(C)(C)OC(NC1CN(CC1)C1=NC(=C(C=C1)N)N)=O ([1-(5,6-diamino-pyridin-2-yl)-pyrrolidin-3-yl]-carbamic acid tert-butyl ester). Yield: 282.8%. As a reaction SMILES: [C:1]([O:5][C:6](=[O:23])[NH:7][CH:8]1[CH2:12][CH2:11][N:10]([C:13]2[CH:18]=[CH:17][C:16]([N+:19]([O-])=O)=[C:15]([NH2:22])[N:14]=2)[CH2:9]1)([CH3:4])([CH3:3])[CH3:2]>[Pd].CCO>[C:1]([O:5][C:6](=[O:23])[NH:7][CH:8]1[CH2:12][CH2:11][N:10]([C:13]2[CH:18]=[CH:17][C:16]([NH2:19])=[C:15]([NH2:22])[N:14]=2)[CH2:9]1)([CH3:4])([CH3:2])[CH3:3]. Procedure: The mixture of [1-(6-amino-5-nitro-pyridin-2-yl)-pyrrolidin-3-yl]-carbamic acid tert-butyl ester (2 g, 2.17 mmole), Pd/C (148 mg, 1.23 mmole), and EtOH (100 ml) was shaken under H2 gas for 2 days. Reaction solution was filtered and filtrate was concentrated to afford [1-(5,6-diamino-pyridin-2-yl)-pyrrolidin-3-yl]-carbamic acid tert-butyl ester (1.8 g, ˜100%) as a dark green solid. 1H NMR (400 MHz, CD3OD) δ 1.17 (m, 1H), 1.44 (s, 9H), 1.86 (m, 16H), 2.18 (m, 12H), 3.14 (m, 1H), 3.42 (m, 1H), 3.59...